From a dataset of the Open Reaction Database (ORD), a public repository of structured organic reaction records. describe an organic reaction: reactants, conditions, products, and yield Starting materials: ice, FC(CC(=O)Cl)=C(F)F (3,4,4-trifluoro-3-butenoyl chloride), NC1=NC(=CC(=N1)OC)OC (2-amino-4,6-dimethoxypyrimidine), C([O-])([O-])=O (carbonate). Run in ClCCl (dichloromethane), O (water). Conditions: time 15 minute. The product is FC(CC(=O)NC1=NC(=CC(=N1)OC)OC)=C(F)F (2-(3,4,4-trifluoro-1-oxo-3-butenyl)amino-4,6-dimethoxy-pyrimidine). Yield: 10.7%. RXN SMILES: [NH2:1][C:2]1[N:7]=[C:6]([O:8][CH3:9])[CH:5]=[C:4]([O:10][CH3:11])[N:3]=1.C(=O)([O-])[O-].[F:16][C:17](=[C:22]([F:24])[F:23])[CH2:18][C:19](Cl)=[O:20]>ClCCl.O>[F:16][C:17](=[C:22]([F:24])[F:23])[CH2:18][C:19]([NH:1][C:2]1[N:3]=[C:4]([O:10][CH3:11])[CH:5]=[C:6]([O:8][CH3:9])[N:7]=1)=[O:20]. Procedure: To an ice-cooled stirred suspension of 2-amino-4,6-dimethoxypyrimidine (1.55 g, 10 mmol) in dichloromethane (50 mL) and potassinm carbonate (2.76 g, 20 mmol) in water (20 mL) was added 3,4,4-trifluoro-3-butenoyl chloride (3.17 g, 20 mmol). The reaction mixture was stirred in cold for 10 min and at r.t. for 15 min. The organic layer was washed with 3N HCl (2×25 mL), saturated sodium bicarbonate (25 mL) and brine, and dried. Evaporation of the solvent gave 0.296 g (10%) of the title compound as a ... Reactants: CCO, CCOCC, O=[N+]([O-])c1ccc(N2CCOCC2)cn1, [OH-], [OH-], O, [Pd+2]. Yields the product Nc1ccc(N2CCOCC2)cn1. RXN SMILES: [CH3:17][CH2:18][OH:19].[CH3:23][CH2:24][O:25][CH2:26][CH3:27].[N+:1]([O-:2])(=[O:3])[c:4]1[cH:5][cH:6][c:7]([N:10]2[CH2:11][CH2:12][O:13][CH2:14][CH2:15]2)[cH:8][n:9]1.[OH-:20].[OH-:22].[OH2:16].[Pd+2:21]>>[NH2:1][c:4]1[cH:5][cH:6][c:7]([N:10]2[CH2:11][CH2:12][O:13][CH2:14][CH2:15]2)[cH:8][n:9]1. Starting materials: C1=C2C(=CC=C1)NC=1C2=CC=2NC3=CC=CC=C3C2C1 (5,11-dihydroindolo[3,2-b]carbazole), IC1=CC=CC2=CC=CC=C12 (1-iodonaphthalene), C([O-])([O-])=O.[K+].[K+] (potassium carbonate), CCCCCCCCCCCCC (n-tridecane). The reagents and catalysts are O.O.O.O.O.S(=O)(=O)([O-])[O-].[Cu+2] (copper sulfate pentahydrate). Solvent: O (water), C1(=CC=CC=C1)C (toluene). Reaction conditions: temperature 250 celsius, time 6 hour. The product is C1(=CC=CC2=CC=CC=C12)N1C2=CC=CC=C2C2=CC=3N(C4=CC=CC=C4C3C=C21)C2=CC=CC1=CC=CC=C21 (5,11-di-1-naphthyl-5,11-dihydroindolo[3,2-b]carbazole). As a reaction SMILES: [CH:1]1[CH:6]=[CH:5][CH:4]=[C:3]2[NH:7][C:8]3[C:9](=[CH:10][C:11]4[NH:12][C:13]5[C:18]([C:19]=4[CH:20]=3)=[CH:17][CH:16]=[CH:15][CH:14]=5)[C:2]=12.I[C:22]1[C:31]2[C:26](=[CH:27][CH:28]=[CH:29][CH:30]=2)[CH:25]=[CH:24][CH:23]=1.C(=O)([O-])[O-].[K+].[K+].CCC[CH2:41][CH2:42][CH2:43][CH2:44][CH2:45][CH2:46][CH2:47][CH2:48][CH2:49][CH3:50]>O.O.O.O.O.S([O-])([O-])(=O)=O.[Cu+2].O.C1(C)C=CC=CC=1>[C:22]1([N:12]2[C:11]3[C:19](=[CH:20][C:8]4[N:7]([C:41]5[C:42]6[C:47](=[CH:46][CH:45]=[CH:44][CH:43]=6)[CH:48]=[CH:49][CH:50]=5)[C:3]5[C:2]([C:9]=4[CH:10]=3)=[CH:1][CH:6]=[CH:5][CH:4]=5)[C:18]3[C:13]2=[CH:14][CH:15]=[CH:16][CH:17]=3)[C:31]2[C:26](=[CH:27][CH:28]=[CH:29][CH:30]=2)[CH:25]=[CH:24][CH:23]=1 |f:2.3.4,6.7.8.9.10.11.12|. Reported procedure: A 200 milliliter 3-necked round bottom flask equipped with a mechanical stirrer, reflux condenser, and argon inlet was purged with argon and then charged with 5,11-dihydroindolo[3,2-b]carbazole (5.1 grams, 0.02 mol), 1-iodonaphthalene (10.16 grams, 0.04 mol), copper sulfate pentahydrate (0.25 gram, 1.0 mmol), potassium carbonate (5.52 grams, 0.04 mol), and n-tridecane (5.0 milliliters). Under an argon atmosphere, the reaction mixture was heated to about 250° C. with a heating mantle and allowed ... Starting materials: CS(C)=O, CS(C)=O, C[S+](C)C, Cc1nc(C=O)cs1, [H-], [I-], [Na+], C1CCOC1, C1CCOC1, O. Yields the product Cc1nc(C2CO2)cs1. Reaction SMILES: [CH3:17][S:18](=[O:19])[CH3:20].[CH3:26][S:27]([CH3:28])=[O:29].[CH3:2][S+:3]([CH3:4])[CH3:5].[CH3:8][c:9]1[s:10][cH:11][c:12]([CH:14]=[O:15])[n:13]1.[H-:6].[I-:1].[Na+:7].[O:21]1[CH2:22][CH2:23][CH2:24][CH2:25]1.[O:30]1[CH2:31][CH2:32][CH2:33][CH2:34]1.[OH2:16]>>[CH2:2]1[CH:14]([c:12]2[cH:11][s:10][c:9]([CH3:8])[n:13]2)[O:15]1.